Dataset: the Open Reaction Database (ORD), a public repository of structured organic reaction records. Task: describe an organic reaction: reactants, conditions, products, and yield Procedure: To a suspension of KH (1.3 eq) in DMF (1 mL) was added a solution of the product of Step C (157 mg, 0.566 mmol) in DMF (1 mL), followed by 18-crown-6 (30 mg; 0.2 eq). The reaction mixture was stirred for 5 minutes at room temperature. A solution of methyl 2-bromophenylacetate (168 mg, 0.735 mmol) in DMF (1 mL) was added, followed by a catalytic amount of potassium iodide. The reaction was heated to 80° C. for 0.5 hours then stirred at room temperature for 16 hours. After concentration in vacuo, ... Conditions: time 5 minute. As a reaction SMILES: [Si:1]([O:8][CH2:9][C:10]1[CH:15]=[CH:14][C:13]([OH:16])=[C:12]([CH2:17][CH:18]=[CH2:19])[CH:11]=1)([C:4]([CH3:7])([CH3:6])[CH3:5])([CH3:3])[CH3:2].C1OCCOCCOCCOCCOCCOC1.Br[C:39]1[CH:44]=[CH:43][CH:42]=[CH:41][C:40]=1[CH2:45][C:46]([O:48][CH3:49])=[O:47].[I-].[K+]>CN(C=O)C>[Si:1]([O:8][CH2:9][C:10]1[CH:15]=[CH:14][C:13]([O:16][CH:45]([C:40]2[CH:41]=[CH:42][CH:43]=[CH:44][CH:39]=2)[C:46]([O:48][CH3:49])=[O:47])=[C:12]([CH2:17][CH:18]=[CH2:19])[CH:11]=1)([C:4]([CH3:7])([CH3:6])[CH3:5])([CH3:2])[CH3:3] |f:3.4|. The product is [Si](C)(C)(C(C)(C)C)OCC1=CC(=C(OC(C(=O)OC)C2=CC=CC=C2)C=C1)CC=C (Methyl 2-(4-Tert-Butyldimethylsilyloxymethyl -2-Allylphenoxy)-2-Phenylacetate). Starting materials: BrC1=C(C=CC=C1)CC(=O)OC (methyl 2-bromophenylacetate), [I-].[K+] (potassium iodide), [Si](C)(C)(C(C)(C)C)OCC1=CC(=C(C=C1)O)CC=C (4-Tert-Butyldimethylsilyloxymethyl-2-Allylphenol), C1COCCOCCOCCOCCOCCO1 (18-crown-6). Yield: 65.4%. Run in CN(C)C=O (DMF), CN(C)C=O (DMF), CN(C)C=O (DMF). The reactants are [Br-], COC(=O)C(C(C)=O)=C(C)C, CCOCC, [Cl-], [Cu]I, [NH4+], [Mg+]c1ccccc1. The product is COC(=O)C(C(C)=O)C(C)(C)c1ccccc1. RXN SMILES: [Br-:1].[C:9]([CH3:10])(=[O:11])[C:12]([C:13](=[O:14])[O:15][CH3:16])=[C:17]([CH3:18])[CH3:19].[CH3:22][CH2:23][O:24][CH2:25][CH3:26].[Cl-:20].[Cu:27][I:28].[NH4+:21].[c:2]1([Mg+:8])[cH:3][cH:4][cH:5][cH:6][cH:7]1>>[c:2]1([C:17]([CH:12]([C:9]([CH3:10])=[O:11])[C:13](=[O:14])[O:15][CH3:16])([CH3:18])[CH3:19])[cH:3][cH:4][cH:5][cH:6][cH:7]1. Product: CCOC(=NC(=O)c1cccc2ccccc12)N1Cc2ccccc2-c2ccccc2C1. RXN SMILES: [c:21]1([C:31](=[O:32])[Cl:33])[cH:22][cH:23][cH:24][c:25]2[cH:26][cH:27][cH:28][cH:29][c:30]12.[cH:1]1[cH:2][cH:3][cH:4][c:5]2[c:11]1-[c:10]1[c:9]([cH:15][cH:14][cH:13][cH:12]1)[CH2:8][N:7]([C:16]([O:17][CH2:18][CH3:19])=[NH:20])[CH2:6]2>>[cH:1]1[cH:2][cH:3][cH:4][c:5]2[c:11]1-[c:10]1[c:9]([cH:15][cH:14][cH:13][cH:12]1)[CH2:8][N:7]([C:16]([O:17][CH2:18][CH3:19])=[N:20][C:31]([c:21]1[cH:22][cH:23][cH:24][c:25]3[cH:26][cH:27][cH:28][cH:29][c:30]13)=[O:32])[CH2:6]2. Reactants: O=C(Cl)c1cccc2ccccc12, CCOC(=N)N1Cc2ccccc2-c2ccccc2C1. Run in O1CCCC1 (tetrahydrofuran). As a reaction SMILES: [NH2:1][C:2]1[C:6]([C:7]#[N:8])=[N:5][N:4]([CH3:9])[N:3]=1.[H-].[Na+].F[C:13]1[CH:18]=[CH:17][C:16]([F:19])=[CH:15][C:14]=1[N+:20]([O-:22])=[O:21]>O1CCCC1>[CH3:9][N:4]1[N:3]=[C:2]([NH:1][C:13]2[CH:18]=[CH:17][C:16]([F:19])=[CH:15][C:14]=2[N+:20]([O-:22])=[O:21])[C:6]([C:7]#[N:8])=[N:5]1 |f:1.2|. Reported procedure: To a solution of 4-amino-2-methyl-1,2,3-triazole-5-carbonitrile (1.7 g) in tetrahydrofuran (35 ml) under nitrogen, was added sodium hydride (1.0 g; 50% oil dispersion) at room temperature. After 15 minutes, 2,5-difluoronitrobenzene (2.22 g) was added to the mixture, which was stirred overnight under nitrogen. The deep red solution was then quenched in ice/water/HCl and filtered to give an orange solid. The solid was chromatographed on a magnesium silicate column using dichloromethane; the purifi... The reactants are NC1=NN(N=C1C#N)C (4-amino-2-methyl-1,2,3-triazole-5-carbonitrile), [H-].[Na+] (sodium hydride), FC1=C(C=C(C=C1)F)[N+](=O)[O-] (2,5-difluoronitrobenzene). Run at time 15 minute. The product is CN1N=C(C(=N1)NC1=C(C=C(C=C1)F)[N+](=O)[O-])C#N (2-Methyl-4-[4-fluoro-2-nitroanilino]-1,2,3-triazole-5-carbonitrile). Reactants: copper chloride(I), N(=O)[O-].[Na+] (sodium nitrite), O=C1C(C2=C(N=C3N2C=CC=C3)C=3C=CC=C(C13)[N+](=O)[O-])=O (5,6-dihydro-5,6-dioxo-4-nitro-naphtho[1',2':4,5]imidazo-[1,2-a]pyridine), O.NN (hydrazine monohydrate), O.NN (hydrazine monohydrate), Cl (hydrochloric acid). The reagents and catalysts are [Pd] (palladium). Run in O (water), ClCCl (dichloromethane), C(C)O (ethanol). Reaction conditions: temperature -10 celsius, time 30 minute. Product: ClC=1C=2C(C(C3=C(N=C4N3C=CC=C4)C2C=CC1)=O)=O (4-chloro-5,6-dihydro-5,6-dioxo-naphtho[1',2':4,5]imidazo[1,2-a]pyridine). The yield is 14.0%. RXN SMILES: [O:1]=[C:2]1[C:18]2[C:17]([N+]([O-])=O)=[CH:16][CH:15]=[CH:14][C:13]=2[C:5]2[N:6]=[C:7]3[CH:12]=[CH:11][CH:10]=[CH:9][N:8]3[C:4]=2[C:3]1=[O:22].O.NN.N([O-])=O.[Na+].[ClH:30]>C(O)C.ClCCl.[Pd].O>[Cl:30][C:17]1[C:18]2[C:2](=[O:1])[C:3](=[O:22])[C:4]3[N:8]4[CH:9]=[CH:10][CH:11]=[CH:12][C:7]4=[N:6][C:5]=3[C:13]=2[CH:14]=[CH:15][CH:16]=1 |f:1.2,3.4|. Procedure details: A catalytic quantity of palladium on 10% carbon is added to an orange suspension of 80 mg (0.27 mmol, 1 eq) of 5,6-dihydro-5,6-dioxo-4-nitro-naphtho[1',2':4,5]imidazo-[1,2-a]pyridine in ethanol under argon, and the mixture is brought to reflux. 26.4 μL of hydrazine monohydrate (0.27 mmol, 1 eq) are then added. The reaction mixture immediately becomes violet. After 30 min, 26.4 μL of hydrazine monohydrate (0.27 mmol, 1 eq) are added. After 1 h of reaction, the reaction mixture is allowed to retur...